The task is: describe an organic reaction: reactants, conditions, products, and yield. This data is from the Open Reaction Database (ORD), a public repository of structured organic reaction records. The reactants are CCOC(C)=O, O=[N+]([O-])c1ccc(F)cc1, [H-], [Na+], O=c1[nH]c2ncccc2o1, CN(C)C=O. Yields the product O=c1oc2cccnc2n1-c1ccc([N+](=O)[O-])cc1. RXN SMILES: [CH3:28][CH2:29][O:30][C:31](=[O:32])[CH3:33].[F:13][c:14]1[cH:15][cH:16][c:17]([N+:20](=[O:21])[O-:22])[cH:18][cH:19]1.[H-:11].[Na+:12].[O:1]=[c:2]1[nH:3][c:4]2[n:5][cH:6][cH:7][cH:8][c:9]2[o:10]1.[O:23]=[CH:24][N:25]([CH3:26])[CH3:27]>>[O:1]=[c:2]1[n:3](-[c:14]2[cH:15][cH:16][c:17]([N+:20](=[O:21])[O-:22])[cH:18][cH:19]2)[c:4]2[n:5][cH:6][cH:7][cH:8][c:9]2[o:10]1. Reactants: C(#N)C1=C(OC2=C(C(=O)OC)C=CC(=C2)F)C=CC=C1F (methyl 2-(2-cyano-3-fluorophenoxy)-4-fluorobenzoate), O.NN (hydrazine monohydrate), C(C)N(C(C)C)C(C)C (N-ethyl-N-isopropylpropan-2-amine). Run in O1CCOCC1 (dioxane). The product is NC1=NNC2=CC=CC(=C12)OC1=C(C(=O)OC)C=CC(=C1)F (methyl 2-(3-amino-1H-indazol-4-yloxy)-4-fluorobenzoate). RXN SMILES: [C:1]([C:3]1[C:20](F)=[CH:19][CH:18]=[CH:17][C:4]=1[O:5][C:6]1[CH:15]=[C:14]([F:16])[CH:13]=[CH:12][C:7]=1[C:8]([O:10][CH3:11])=[O:9])#[N:2].O.[NH2:23][NH2:24].C(N(C(C)C)C(C)C)C>O1CCOCC1>[NH2:2][C:1]1[C:3]2[C:20](=[CH:19][CH:18]=[CH:17][C:4]=2[O:5][C:6]2[CH:15]=[C:14]([F:16])[CH:13]=[CH:12][C:7]=2[C:8]([O:10][CH3:11])=[O:9])[NH:24][N:23]=1 |f:1.2|. Procedure: A mixture of EXAMPLE 428A (14.8 g), hydrazine monohydrate (2.74 mL) and N-ethyl-N-isopropylpropan-2-amine (18 mL) in dioxane (150 mL) was heated at 90° C. overnight. The solvent was removed, and the residue was partitioned between water and ethyl acetate. The aqueous layer was extracted with additional ethyl acetate three times. The combined organic layers were washed with brine, dried over MgSO4, filtered, and concentrated. The residue was purified by flash chromatography on silica gel eluting ... Reactants: C1CCOC1, CCO, CCOC(C)=O, Cl, C=COCCONC(=O)c1nn(C)c(=O)cc1Nc1ccc(SC)cc1F. Yields the product CSc1ccc(Nc2cc(=O)n(C)nc2C(=O)NOCCO)c(F)c1. Reaction SMILES: [CH2:32]1[O:33][CH2:34][CH2:35][CH2:36]1.[CH3:29][CH2:30][OH:31].[CH3:37][CH2:38][O:39][C:40]([CH3:41])=[O:42].[ClH:28].[F:1][c:2]1[c:3]([NH:10][c:11]2[c:12]([C:19](=[O:20])[NH:21][O:22][CH2:23][CH2:24][O:25][CH:26]=[CH2:27])[n:13][n:14]([CH3:18])[c:15](=[O:17])[cH:16]2)[cH:4][cH:5][c:6]([S:8][CH3:9])[cH:7]1>>[F:1][c:2]1[c:3]([NH:10][c:11]2[c:12]([C:19](=[O:20])[NH:21][O:22][CH2:23][CH2:24][OH:25])[n:13][n:14]([CH3:18])[c:15](=[O:17])[cH:16]2)[cH:4][cH:5][c:6]([S:8][CH3:9])[cH:7]1. The reactants are ClC1=CC(=C(C=N1)C#N)I (6-chloro-4-iodopyridine-3-carbonitrile), CC1=CC(=NC(=C1)C)N (4,6-dimethylpyridin-2-amine), CC1(C2=C(C(=CC=C2)P(C3=CC=CC=C3)C4=CC=CC=C4)OC5=C(C=CC=C51)P(C6=CC=CC=C6)C7=CC=CC=C7)C (Xantphos), C([O-])([O-])=O.[Cs+].[Cs+] (cesium carbonate). The reagents and catalysts are C=1C=CC(=CC1)/C=C/C(=O)/C=C/C2=CC=CC=C2.C=1C=CC(=CC1)/C=C/C(=O)/C=C/C2=CC=CC=C2.C=1C=CC(=CC1)/C=C/C(=O)/C=C/C2=CC=CC=C2.[Pd].[Pd] (Pd2(dba)3). Run at temperature 50 celsius, time 1 hour. Yields the product ClC1=CC(=C(C=N1)C#N)NC1=NC(=CC(=C1)C)C (6-chloro-4-[(4,6-dimethylpyridin-2-yl)amino]pyridine-3-carbonitrile). RXN SMILES: [Cl:1][C:2]1[N:7]=[CH:6][C:5]([C:8]#[N:9])=[C:4](I)[CH:3]=1.[CH3:11][C:12]1[CH:17]=[C:16]([CH3:18])[N:15]=[C:14]([NH2:19])[CH:13]=1.CC1(C)C2C(=C(P(C3C=CC=CC=3)C3C=CC=CC=3)C=CC=2)OC2C(P(C3C=CC=CC=3)C3C=CC=CC=3)=CC=CC1=2.C(=O)([O-])[O-].[Cs+].[Cs+]>C1C=CC(/C=C/C(/C=C/C2C=CC=CC=2)=O)=CC=1.C1C=CC(/C=C/C(/C=C/C2C=CC=CC=2)=O)=CC=1.C1C=CC(/C=C/C(/C=C/C2C=CC=CC=2)=O)=CC=1.[Pd].[Pd]>[Cl:1][C:2]1[N:7]=[CH:6][C:5]([C:8]#[N:9])=[C:4]([NH:19][C:14]2[CH:13]=[C:12]([CH3:11])[CH:17]=[C:16]([CH3:18])[N:15]=2)[CH:3]=1 |f:3.4.5,6.7.8.9.10|. Procedure: A mixture of 6-chloro-4-iodopyridine-3-carbonitrile (CAS: 1061357-83-2) (5.0 g, 19 mmol), 4,6-dimethylpyridin-2-amine (2.31 g, 18.9 mmol), Xantphos (2.2 g, 3.8 mmol), Pd2(dba)3 (1.73 g, 1.89 mmol), and cesium carbonate (8.62 g, 26.5 mmol) was purged with nitrogen. Dioxane (45 mL) was added, and the reaction mixture was heated to 50° C. After 1 hour, the mixture was allowed to cool to room temperature, filtered through a pad of CELITE, and washed with dichloromethane. The mixture was concentrated... Reactants: O=C1CCC(N2Cc3c(OCc4ccc(CBr)cc4)cccc3C2=O)C(=O)N1, CCN(C(C)C)C(C)C, CC#N, Fc1ccc(CN2CCNCC2)cc1, O. The product is O=C1CCC(N2Cc3c(OCc4ccc(CN5CCN(Cc6ccc(F)cc6)CC5)cc4)cccc3C2=O)C(=O)N1. Reaction SMILES: [Br:4][CH2:5][c:6]1[cH:7][cH:8][c:9]([CH2:10][O:11][c:12]2[c:13]3[c:17]([cH:18][cH:19][cH:20]2)[C:16](=[O:21])[N:15]([CH:22]2[C:23](=[O:29])[NH:24][C:25](=[O:28])[CH2:26][CH2:27]2)[CH2:14]3)[cH:30][cH:31]1.[CH2:46]([N:47]([CH:48]([CH3:49])[CH3:50])[CH:51]([CH3:52])[CH3:53])[CH3:54].[CH3:1][C:2]#[N:3].[F:32][c:33]1[cH:34][cH:35][c:36]([CH2:37][N:38]2[CH2:39][CH2:40][NH:41][CH2:42][CH2:43]2)[cH:44][cH:45]1.[OH2:55]>>[CH2:5]([c:6]1[cH:7][cH:8][c:9]([CH2:10][O:11][c:12]2[c:13]3[c:17]([cH:18][cH:19][cH:20]2)[C:16](=[O:21])[N:15]([CH:22]2[C:23](=[O:29])[NH:24][C:25](=[O:28])[CH2:26][CH2:27]2)[CH2:14]3)[cH:30][cH:31]1)[N:41]1[CH2:40][CH2:39][N:38]([CH2:37][c:36]2[cH:35][cH:34][c:33]([F:32])[cH:45][cH:44]2)[CH2:43][CH2:42]1. Run in C1CCOC1 (THF). Reaction conditions: temperature -78 celsius, time 2 hour. As a reaction SMILES: [C:1]([O:12][CH:13]([CH3:15])[CH3:14])(=[O:11])[C@H:2]([CH2:4][C:5]([O:7][CH:8]([CH3:10])[CH3:9])=[O:6])[OH:3].[CH2:16](Br)[CH:17]=[CH2:18]>C1COCC1>[CH2:18]([C@H:4]([C@H:2]([OH:3])[C:1]([O:12][CH:13]([CH3:15])[CH3:14])=[O:11])[C:5]([O:7][CH:8]([CH3:10])[CH3:9])=[O:6])[CH:17]=[CH2:16]. The product is C(C=C)[C@@H](C(=O)OC(C)C)[C@@H](C(=O)OC(C)C)O (di-isopropyl (2R,3S)-2-allyl-3-hydroxybutanedioate). Starting materials: C([C@@H](O)CC(=O)OC(C)C)(=O)OC(C)C (diisopropyl (S)-(−)-malate), C(C=C)Br (allyl bromide). Procedure: To a cold (−78° C.) solution of diisopropyl (S)-(−)-malate (4.74 mL; 22.9 mmol; 1.0 eq.) in anhydrous THF (8.50 mL) was slowly added under argon lithium bis(trimethylsilyl)amide (48.1 mL; 1.0 M in THF; 48.11 mmol; 2.1 eq.) keeping the temperature below −66° C. After to 45 min of addition, the reaction mixture was stirred at −78° C. for 2 h, then the temperature of the reaction mixture was allowed to reach 11° C. After 1 h at that temperature, the mixture was cooled at −78° C. and allyl bromide (... Isolated yield 91.3%. Reactants: O=C([O-])O, CC(=O)NCC(=O)O, CC(=O)OC(C)=O, CC(=O)O, Cl, O=Cc1cc([N+](=O)[O-])ccc1Oc1ccc(F)cc1, [K+], O. Yields the product O=C(O)C(=O)Cc1cc([N+](=O)[O-])ccc1Oc1ccc(F)cc1. Reaction SMILES: [C:20]([O-:21])([OH:22])=[O:23].[C:25]([NH:26][CH2:28][C:29]([OH:30])=[O:31])(=[O:27])[CH3:32].[CH3:33][C:34]([O:35][C:36](=[O:37])[CH3:38])=[O:39].[CH3:42][C:43](=[O:44])[OH:45].[ClH:40].[F:1][c:2]1[cH:3][cH:4][c:5]([O:6][c:7]2[c:8]([CH:9]=[O:10])[cH:11][c:12]([N+:15](=[O:16])[O-:17])[cH:13][cH:14]2)[cH:18][cH:19]1.[K+:24].[OH2:41]>>[F:1][c:2]1[cH:3][cH:4][c:5]([O:6][c:7]2[c:8]([CH2:9][C:25]([C:20]([OH:21])=[O:23])=[O:27])[cH:11][c:12]([N+:15](=[O:16])[O-:17])[cH:13][cH:14]2)[cH:18][cH:19]1.